Task: describe an organic reaction: reactants, conditions, products, and yield. Dataset: the Open Reaction Database (ORD), a public repository of structured organic reaction records RXN SMILES: [CH2:28]1[O:29][CH2:30][CH2:31][CH2:32]1.[CH3:1][c:2]1[cH:3][cH:4][c:5](-[c:8]2[cH:9][c:10]([C:11](=[O:12])[O:13][CH3:14])[cH:15][c:16](-[c:18]3[cH:19][n:20][n:21][n:22]3[CH3:23])[cH:17]2)[n:6][cH:7]1.[ClH:27].[Na+:25].[OH-:24].[OH2:26]>>[CH3:1][c:2]1[cH:3][cH:4][c:5](-[c:8]2[cH:9][c:10]([C:11](=[O:12])[OH:13])[cH:15][c:16](-[c:18]3[cH:19][n:20][n:21][n:22]3[CH3:23])[cH:17]2)[n:6][cH:7]1.[ClH:27]. Reactants: C1CCOC1, COC(=O)c1cc(-c2ccc(C)cn2)cc(-c2cnnn2C)c1, Cl, [Na+], [OH-], O. Yields the product Cc1ccc(-c2cc(C(=O)O)cc(-c3cnnn3C)c2)nc1, Cl. Reactants: O=C(Cl)CCCBr, CC(C)(C)[O-], CN(C)c1ccncc1, ClCCl, [K+], Cc1cc(N)cnc1N1CCC2(CC1)CCN(C1CCC(O)CC1)C2=O, C1CCOC1. The product is Cc1cc(N2CCCC2=O)cnc1N1CCC2(CC1)CCN(C1CCC(O)CC1)C2=O. RXN SMILES: [Br:1][CH2:2][CH2:3][CH2:4][C:5](=[O:6])[Cl:7].[CH3:34][C:35]([CH3:36])([O-:37])[CH3:38].[CH3:40][N:41]([CH3:42])[c:43]1[cH:44][cH:45][n:46][cH:47][cH:48]1.[Cl:49][CH2:50][Cl:51].[K+:39].[NH2:8][c:9]1[cH:10][c:11]([CH3:33])[c:12]([N:15]2[CH2:16][CH2:17][C:18]3([CH2:19][CH2:20][N:21]([CH:24]4[CH2:25][CH2:26][CH:27]([OH:30])[CH2:28][CH2:29]4)[C:22]3=[O:23])[CH2:31][CH2:32]2)[n:13][cH:14]1.[O:52]1[CH2:53][CH2:54][CH2:55][CH2:56]1>>[CH2:2]1[CH2:3][CH2:4][C:5](=[O:6])[N:8]1[c:9]1[cH:10][c:11]([CH3:33])[c:12]([N:15]2[CH2:16][CH2:17][C:18]3([CH2:19][CH2:20][N:21]([CH:24]4[CH2:25][CH2:26][CH:27]([OH:30])[CH2:28][CH2:29]4)[C:22]3=[O:23])[CH2:31][CH2:32]2)[n:13][cH:14]1. Starting materials: C1(=CC=CC=C1)C=1N=C2CCCCC2=C2CCCCC12 (1,2,3,4,7,8,9,10-octahydro-6-phenyl-phenanthridine), C(CCC)[Li] (n-butyl-lithium). The product is [Li]C1CCCC2=C3CCCCC3=C(N=C12)C1=CC=CC=C1 (1,2,3,4,7,8,9,10-octahydro-4-lithio-6-phenylphenanthridine). RXN SMILES: [C:1]1([C:7]2[N:8]=[C:9]3[C:14](=[C:15]4[C:20]=2[CH2:19][CH2:18][CH2:17][CH2:16]4)[CH2:13][CH2:12][CH2:11][CH2:10]3)[CH:6]=[CH:5][CH:4]=[CH:3][CH:2]=1.C([Li:25])CCC>>[Li:25][CH:10]1[C:9]2[C:14](=[C:15]3[C:20](=[C:7]([C:1]4[CH:2]=[CH:3][CH:4]=[CH:5][CH:6]=4)[N:8]=2)[CH2:19][CH2:18][CH2:17][CH2:16]3)[CH2:13][CH2:12][CH2:11]1. Procedure: By the method of Example 2, 1,2,3,4,7,8,9,10-octahydro-6-phenyl-phenanthridine is reacted with n-butyl-lithium solution to give 1,2,3,4,7,8,9,10-octahydro-4-lithio-6-phenylphenanthridine which in turn is reacted with trimethylsilyl isothiocyanate to give 1,2,3,4,7,8,9,10-octahydro-6-phenylphenanthridine-4-thiocarboxamide. Reactants: ClC1=CC2=C(OC(O2)C(=O)OCC)C=C1S(=O)(=O)C1=CC(=CC(=C1)Cl)Cl (ethyl 5-chloro-6-(3,5-dichlorophenylsulfonyl)-1,3-benzodioxole-2-carboxylate), Cl (hydrochloric acid), 2-n, [OH-].[Na+] (sodium hydroxide). Product: ClC1=CC2=C(OC(O2)C(=O)O)C=C1S(=O)(=O)C1=CC(=CC(=C1)Cl)Cl (5-chloro-6-(3,5-dichlorophenylsulfonyl)-1,3-benzodioxole-2-carboxylic acid). RXN SMILES: [Cl:1][C:2]1[C:15]([S:16]([C:19]2[CH:24]=[C:23]([Cl:25])[CH:22]=[C:21]([Cl:26])[CH:20]=2)(=[O:18])=[O:17])=[CH:14][C:5]2[O:6][CH:7]([C:9]([O:11]CC)=[O:10])[O:8][C:4]=2[CH:3]=1.[OH-].[Na+].Cl>>[Cl:1][C:2]1[C:15]([S:16]([C:19]2[CH:24]=[C:23]([Cl:25])[CH:22]=[C:21]([Cl:26])[CH:20]=2)(=[O:18])=[O:17])=[CH:14][C:5]2[O:6][CH:7]([C:9]([OH:11])=[O:10])[O:8][C:4]=2[CH:3]=1 |f:1.2|. Procedure details: 21.9 g (0.05 mole) of ethyl 5-chloro-6-(3,5-dichlorophenylsulfonyl)-1,3-benzodioxole-2-carboxylate are covered with 75 ml of 2-n sodium hydroxide solution and the batch is heated for 1 hour in a boiling water bath, cooled, acidified with hydrochloric acid and then extracted with ethyl acetate. The extract is concentrated by evaporation, affording 5-chloro-6-(3,5-dichlorophenylsulfonyl)-1,3-benzodioxole-2-carboxylic acid. Melting point 166°-169° C. (crystallisation from ethyl acetate/toluene). Solvent: O (water). Reported procedure: Phenyl-4-hydroxybenzoate (5.0 g; 0.02 mole) was heated with 98% methane sulphonic acid (10 ml; 15.1 g; 0.16 mole) at 80° C. for 2 hours. The solution was poured into water and the solid product washed with water and dried at 110° C. in a vacuum oven to yield 4,4'-dihydroxy-benzophenone (infra-red spectrum indentical with that of an authentic sample); the yield was 3.4 g (68%). RXN SMILES: C1(O[C:8](=[O:16])[C:9]2[CH:14]=[CH:13][C:12]([OH:15])=[CH:11][CH:10]=2)C=CC=CC=1.CS(O)(=O)=O>O>[OH:15][C:12]1[CH:13]=[CH:14][C:9]([C:8]([C:9]2[CH:10]=[CH:11][C:12]([OH:15])=[CH:13][CH:14]=2)=[O:16])=[CH:10][CH:11]=1. Reactants: C1(=CC=CC=C1)OC(C1=CC=C(C=C1)O)=O (Phenyl-4-hydroxybenzoate), CS(=O)(=O)O (methane sulphonic acid). Product: OC1=CC=C(C(=O)C2=CC=C(C=C2)O)C=C1 (4,4'-dihydroxy-benzophenone). Reactants: CN (methylamine), CON=C(C(C)=NOCC1=C(C=CC=C1)CON=CC(=O)OC)C(C)=NOC (methyl [2-(2,3-bismethoxyimino-1-methylbutylideneaminooxymethyl)phenyl]methoxyiminoacetate). Solvent: O1CCCC1 (tetrahydrofuran). Run at time 12 hour. Yields the product CNC(C=NOCC1=C(C=CC=C1)CON=C(C(C(C)=NOC)=NOC)C)=O (N-methyl-[2-(2,3-bismethoxyimino-1-methylbutylideneaminooxymethyl)phenyl]methoxyiminoacetamide). Reaction SMILES: [CH3:1][NH2:2].[CH3:3][O:4][N:5]=[C:6]([C:26](=[N:28][O:29][CH3:30])[CH3:27])[C:7](=[N:9][O:10][CH2:11][C:12]1[CH:17]=[CH:16][CH:15]=[CH:14][C:13]=1[CH2:18][O:19][N:20]=[CH:21][C:22]([O:24]C)=O)[CH3:8]>O1CCCC1>[CH3:1][NH:2][C:22](=[O:24])[CH:21]=[N:20][O:19][CH2:18][C:13]1[CH:14]=[CH:15][CH:16]=[CH:17][C:12]=1[CH2:11][O:10][N:9]=[C:7]([CH3:8])[C:6](=[N:5][O:4][CH3:3])[C:26](=[N:28][O:29][CH3:30])[CH3:27]. Reported procedure: 2 ml of 40% strength aqueous methylamine solution are added to a solution of 0.6 g (1.5 mmol) of methyl [2-(2,3-bismethoxyimino-1-methylbutylideneaminooxymethyl)phenyl]methoxyiminoacetate in 10 ml of tetrahydrofuran, and the mixture is stirred for 12 hours at room temperature. For working up, the reaction mixture is evaporated in vacuo, taken up in 20 ml of diethyl ether, washed using 20 ml of water, dried over sodium sulfate and evaporated in vacuo. This gives 0.6 g (98%) of an oil. Reactants: C(CC)(=O)C=1C(CC(CC1O)C1=CC=C(C=C1)SC1=NC=C(C=C1)S(=O)(=O)C)=O (2-propionyl-3-hydroxy-5-(4-(5-(methylsulfonyl)-2-pyridylthio)phenyl)cyclohex-2-en-1-one), Cl.C(C)ON (ethoxyamine hydrochloride), C(C)(=O)[O-].[Na+] (sodium acetate). Run in C(Cl)Cl (methylene chloride), C(C)O (ethanol), C(Cl)Cl (methylene chloride). Conditions: time 12 hour. Yields the product C(C)ON=C(CC)C=1C(CC(CC1O)C1=CC=C(C=C1)SC1=NC=C(C=C1)S(=O)(=O)C)=O (2-(1-(Ethoxyimino)propyl)-3-hydroxy-5-(4-(5-(methylsulfonyl)-2-pyridylthio)phenyl)cyclohex-2-en-1-one). Reaction SMILES: [C:1]([C:5]1[C:6](=[O:29])[CH2:7][CH:8]([C:12]2[CH:17]=[CH:16][C:15]([S:18][C:19]3[CH:24]=[CH:23][C:22]([S:25]([CH3:28])(=[O:27])=[O:26])=[CH:21][N:20]=3)=[CH:14][CH:13]=2)[CH2:9][C:10]=1[OH:11])(=O)[CH2:2][CH3:3].Cl.[CH2:31]([O:33][NH2:34])[CH3:32].C([O-])(=O)C.[Na+]>C(Cl)Cl.C(O)C>[CH2:31]([O:33][N:34]=[C:1]([C:5]1[C:6](=[O:29])[CH2:7][CH:8]([C:12]2[CH:13]=[CH:14][C:15]([S:18][C:19]3[CH:24]=[CH:23][C:22]([S:25]([CH3:28])(=[O:26])=[O:27])=[CH:21][N:20]=3)=[CH:16][CH:17]=2)[CH2:9][C:10]=1[OH:11])[CH2:2][CH3:3])[CH3:32] |f:1.2,3.4|. Procedure details: To a slurry of 4.60 g (0.0107 mol) of 2-propionyl-3-hydroxy-5-(4-(5-(methylsulfonyl)-2-pyridylthio)phenyl)cyclohex-2-en-1-one in 100 mL of methylene chloride and 100 mL of 95 percent ethanol was added 1.35 g (0.0139 mol) of ethoxyamine hydrochloride and 1.31 g (0.0160 mol) of anhydrous sodium acetate. The slurry was stirred at ambient temperature for 12 hours and diluted with 100 mL of methylene chloride and washed thrice with 150 mL portions of water. The organic layer was dried over sodium sul...